Dataset: the Open Reaction Database (ORD), a public repository of structured organic reaction records. Task: describe an organic reaction: reactants, conditions, products, and yield Reactants: C(\C=C\C(=O)O)(=O)O (fumaric acid), aqueous solution, [OH-].[K+] (caustic potash). The solvent is O (water). The product is C(\C=C\C(=O)[O-])(=O)[O-].[K+].[K+] (potassium fumarate). As a reaction SMILES: [C:1]([OH:8])(=[O:7])/[CH:2]=[CH:3]/[C:4]([OH:6])=[O:5].[OH-].[K+:10]>O>[C:1]([O-:8])(=[O:7])/[CH:2]=[CH:3]/[C:4]([O-:6])=[O:5].[K+:10].[K+:10] |f:1.2,4.5.6|. Procedure: A mixture of 100 g of fumaric acid, 201 g of a 48% aqueous solution of caustic potash and 1370 g of water was subjected to reaction conducted in the same manner as illustrated in Example 10 to obtain an aqueous solution of potassium fumarate having a pH value of 10.5 and containing 10.3% by weight of a solid matter. To this aqueous solution of potassium fumarate was added an aqueous solution of 308 g of silver nitrate in 300 g of water to effect a double decomposition reaction in the same manner...